Dataset: the Open Reaction Database (ORD), a public repository of structured organic reaction records. Task: describe an organic reaction: reactants, conditions, products, and yield The reactants are C, C1CCOC1, COC(=O)c1ccc(OCCn2ncc([N+](=O)[O-])c2C(=O)OC)cc1, COC(=O)c1ccc(OCCn2cc([N+](=O)[O-])c(C(=O)OC)n2)cc1, [Pd]. The product is COC(=O)c1ccc(OCCn2ncc(N)c2C(=O)OC)cc1. Reaction SMILES: [C:51].[CH2:53]1[O:54][CH2:55][CH2:56][CH2:57]1.[CH3:1][O:2][C:3](=[O:4])[c:5]1[cH:6][cH:7][c:8]([O:11][CH2:12][CH2:13][n:14]2[n:15][cH:16][c:17]([N+:23]([O-:24])=[O:25])[c:18]2[C:19](=[O:20])[O:21][CH3:22])[cH:9][cH:10]1.[CH3:26][O:27][C:28]([c:29]1[cH:30][cH:31][c:32]([O:33][CH2:34][CH2:35][n:36]2[cH:37][c:38]([N+:39]([O-:40])=[O:41])[c:42]([C:43]([O:44][CH3:45])=[O:46])[n:47]2)[cH:48][cH:49]1)=[O:50].[Pd:52]>>[CH3:1][O:2][C:3](=[O:4])[c:5]1[cH:6][cH:7][c:8]([O:11][CH2:12][CH2:13][n:14]2[n:15][cH:16][c:17]([NH2:23])[c:18]2[C:19](=[O:20])[O:21][CH3:22])[cH:9][cH:10]1. Starting materials: O=C(Cl)c1ccccc1, CCCCC(=O)NNC(C)(C)C, CCOC(C)=O, Cc1ccccc1, [Na+], [OH-]. Yields the product CCCCC(=O)NN(C(=O)c1ccccc1)C(C)(C)C. Reaction SMILES: [C:13]([c:14]1[cH:15][cH:16][cH:17][cH:18][cH:19]1)(=[O:20])[Cl:21].[C:1]([CH3:2])([CH3:3])([CH3:4])[NH:5][NH:6][C:7]([CH2:8][CH2:9][CH2:10][CH3:11])=[O:12].[CH2:31]([O:32][C:33](=[O:34])[CH3:35])[CH3:36].[CH3:24][c:25]1[cH:26][cH:27][cH:28][cH:29][cH:30]1.[Na+:23].[OH-:22]>>[C:1]([CH3:2])([CH3:3])([CH3:4])[N:5]([NH:6][C:7]([CH2:8][CH2:9][CH2:10][CH3:11])=[O:12])[C:13]([c:14]1[cH:15][cH:16][cH:17][cH:18][cH:19]1)=[O:20]. The reactants are O=C(N=C=S)c1ccccc1, O=C([O-])O, ClCCl, NC1(c2cccc(F)c2F)COC(C(F)(F)F)C1CO, [Na+]. As a reaction SMILES: [C:1]([c:2]1[cH:3][cH:4][cH:5][cH:6][cH:7]1)(=[O:8])[N:9]=[C:10]=[S:11].[C:32](=[O:33])([OH:34])[O-:35].[Cl:37][CH2:38][Cl:39].[NH2:12][C:13]1([c:24]2[c:25]([F:31])[c:26]([F:30])[cH:27][cH:28][cH:29]2)[CH:14]([CH2:22][OH:23])[CH:15]([C:18]([F:19])([F:20])[F:21])[O:16][CH2:17]1.[Na+:36]>>[C:1]([c:2]1[cH:3][cH:4][cH:5][cH:6][cH:7]1)(=[O:8])[NH:9][C:10](=[S:11])[NH:12][C:13]1([c:24]2[c:25]([F:31])[c:26]([F:30])[cH:27][cH:28][cH:29]2)[CH:14]([CH2:22][OH:23])[CH:15]([C:18]([F:19])([F:20])[F:21])[O:16][CH2:17]1. Yields the product O=C(NC(=S)NC1(c2cccc(F)c2F)COC(C(F)(F)F)C1CO)c1ccccc1.